This data is from the Open Reaction Database (ORD), a public repository of structured organic reaction records. The task is: describe an organic reaction: reactants, conditions, products, and yield Starting materials: ice water, C (charcoal), FC=1C=C(C=CC1)O (3-fluorophenol), C(CC(=O)O)(=O)O (malonic acid), P(=O)(Cl)(Cl)Cl (phosphorus oxychloride). The reagents and catalysts are [Cl-].[Zn+2].[Cl-] (zinc chloride). Solvent: C(O)([O-])=O.[Na+] (sodium hydrogen carbonate). Run at temperature 65 celsius, time 2 hour. Yields the product FC1=CC=C2C(=CC(OC2=C1)=O)O (7-Fluoro-4-hydroxycoumarin). RXN SMILES: [F:1][C:2]1[CH:3]=[C:4]([OH:8])[CH:5]=[CH:6][CH:7]=1.[C:9](O)(=[O:14])[CH2:10][C:11](O)=[O:12].P(Cl)(Cl)(Cl)=O.C>C(=O)([O-])O.[Na+].[Cl-].[Zn+2].[Cl-]>[F:1][C:2]1[CH:3]=[C:4]2[C:5]([C:9]([OH:14])=[CH:10][C:11](=[O:12])[O:8]2)=[CH:6][CH:7]=1 |f:4.5,6.7.8|. Procedure details: A mixture of 3-fluorophenol (31.5 g, 0.281 mol), malonic acid (29.24 g, 0.281 g) and zinc chloride (100.0 g, 0.734 mol) in phosphorus oxychloride (70 mL, 0.751 mol) is heated at 65° C. overnight and poured into an ice/water mixture. The resultant aqueous mixture is filtered to obtain a pale green solid. A mixture of the solid in 10% sodium hydrogen carbonate solution is stirred at room temperature for 2 hours, decolorized with charcoal and filtered through diatomaceous earth. The filtrate is aci... The reactants are [C@H]1(CCCC2=CC=CC=C12)N ((R)-tetrahydro-1-naphthylamine), N(=[N+]=[N-])[C@H]1C[C@H](N(C1)C([C@H](C(C)(C)C)NC([C@H](C)N(C)C(=O)OC(C)(C)C)=O)=O)C(=O)OC ((2S,4S)-methyl 4-azido-1-((S)-2-((S)-2-(tert-butoxycarbonyl(methyl)amino)propanamido)-3,3-dimethylbutanoyl)pyrrolidine-2-carboxylate), [Li+].[OH-] (LiOH), methyl ester. Yields the product N(=[N+]=[N-])[C@H]1C[C@H](N(C1)C([C@H](C(C)(C)C)NC([C@H](C)N(C(OC(C)(C)C)=O)C)=O)=O)C(N[C@@H]1CCCC2=CC=CC=C12)=O (tert-butyl (S)-1-((S)-1-((2S,4S)-4-azido-2-((R)-1,2,3,4-tetrahydronaphthalen-1-ylcarbamoyl)pyrrolidin-1-yl)-3,3-dimethyl-1-oxobutan-2-ylamino)-1-oxopropan-2-yl(methyl)carbamate). Reaction SMILES: [N:1]([C@@H:4]1[CH2:8][N:7]([C:9](=[O:29])[C@@H:10]([NH:15][C:16](=[O:28])[C@@H:17]([N:19]([C:21]([O:23][C:24]([CH3:27])([CH3:26])[CH3:25])=[O:22])[CH3:20])[CH3:18])[C:11]([CH3:14])([CH3:13])[CH3:12])[C@H:6]([C:30]([O:32]C)=O)[CH2:5]1)=[N+:2]=[N-:3].[Li+].[OH-].[C@H:36]1([NH2:46])[C:45]2[C:40](=[CH:41][CH:42]=[CH:43][CH:44]=2)[CH2:39][CH2:38][CH2:37]1>>[N:1]([C@@H:4]1[CH2:8][N:7]([C:9](=[O:29])[C@@H:10]([NH:15][C:16](=[O:28])[C@@H:17]([N:19]([CH3:20])[C:21](=[O:22])[O:23][C:24]([CH3:27])([CH3:26])[CH3:25])[CH3:18])[C:11]([CH3:14])([CH3:13])[CH3:12])[C@H:6]([C:30](=[O:32])[NH:46][C@H:36]2[C:45]3[C:40](=[CH:41][CH:42]=[CH:43][CH:44]=3)[CH2:39][CH2:38][CH2:37]2)[CH2:5]1)=[N+:2]=[N-:3] |f:1.2|. Reported procedure: The title compound of Example 2 was treated with LiOH using the general procedure C to hydrolyze the methyl ester. The resulting acid was coupled to (R)-tetrahydro-1-naphthylamine using the general procedure D to prepare the title compound of Example 3. 1H NMR (CDCl3): consistent with proposed structure.